From a dataset of the Open Reaction Database (ORD), a public repository of structured organic reaction records. describe an organic reaction: reactants, conditions, products, and yield The reactants are OC1(CN(CCO1)C)CCCCCCCCCCCCCCCC (2-Hydroxy-4-methyl-2-hexadecylmorpholine), [BH4-].[Na+] (NaBH4). Run in CO (methanol). Run at time 12 hour. The product is OCCN(C)CC(CCCCCCCCCCCCCCCC)O (N-2-Hydroxyethyl-N-2-hydroxyoctadecyl-N-methyl amine). As a reaction SMILES: [OH:1][C:2]1([CH2:9][CH2:10][CH2:11][CH2:12][CH2:13][CH2:14][CH2:15][CH2:16][CH2:17][CH2:18][CH2:19][CH2:20][CH2:21][CH2:22][CH2:23][CH3:24])[O:7][CH2:6][CH2:5][N:4]([CH3:8])[CH2:3]1.[BH4-].[Na+]>CO>[OH:7][CH2:6][CH2:5][N:4]([CH2:3][CH:2]([OH:1])[CH2:9][CH2:10][CH2:11][CH2:12][CH2:13][CH2:14][CH2:15][CH2:16][CH2:17][CH2:18][CH2:19][CH2:20][CH2:21][CH2:22][CH2:23][CH3:24])[CH3:8] |f:1.2|. Procedure: To suspension of 2-Hydroxy-4-methyl-2-hexadecylmorpholine (5 g, 14.66 mmol) in methanol (150 mL) at 0° C. was added NaBH4 (1.1 g, 29 mmol over a period of 10 min. The reaction mixture was brought to room temperature slowly and stirred at room temperature for 12 hours. Additional NnBH4 (200 mg, 5.2 mmol) was added at room temperature and stirred for 2 hours at room temperature. Methanol was removed by rotavop and the residue was treated with water (100 mL) and extracted with CH2Cl2 (3×50 mL). The... Reactants: O=C1CCC1, C1CCOC1, BrCCc1ccc(OCc2ccccc2)cc1, Cl, I, [Mg]. Yields the product OC1(CCc2ccc(OCc3ccccc3)cc2)CCC1. Reaction SMILES: [C:20]1(=[O:24])[CH2:21][CH2:22][CH2:23]1.[CH2:26]1[O:27][CH2:28][CH2:29][CH2:30]1.[CH2:3]([c:4]1[cH:5][cH:6][cH:7][cH:8][cH:9]1)[O:10][c:11]1[cH:12][cH:13][c:14]([CH2:17][CH2:18][Br:19])[cH:15][cH:16]1.[ClH:25].[I:2].[Mg:1]>>[CH2:3]([c:4]1[cH:5][cH:6][cH:7][cH:8][cH:9]1)[O:10][c:11]1[cH:12][cH:13][c:14]([CH2:17][CH2:18][C:20]2([OH:24])[CH2:21][CH2:22][CH2:23]2)[cH:15][cH:16]1. The reactants are FC(C(CC(C)(C)C=1C=C(C=O)C=CC1)(CN1C=CC(C2=CC=CC=C12)=O)O)(F)F (3-[4,4,4-trifluoro-3-hydroxy-1,1-dimethyl-3-(4-oxo-4H-quinolin-1-ylmethyl)butyl]benzaldehyde), [BH4-].[Na+] (NaBH4). The solvent is CO (methanol), C1CCOC1 (THF). Conditions: time 45 minute. The product is OC(CN1C=CC(C2=CC=CC=C12)=O)(CC(C)(C)C1=CC(=CC=C1)CO)C(F)(F)F (1-[2-hydroxy-4-(3-hydroxymethylphenyl)-4-methyl-2-trifluoromethylpentyl]-1H-quinolin-4-one). The yield is 31.5%. Reaction SMILES: [F:1][C:2]([F:30])([F:29])[C:3]([OH:28])([CH2:16][N:17]1[C:26]2[C:21](=[CH:22][CH:23]=[CH:24][CH:25]=2)[C:20](=[O:27])[CH:19]=[CH:18]1)[CH2:4][C:5]([C:8]1[CH:9]=[C:10]([CH:13]=[CH:14][CH:15]=1)[CH:11]=[O:12])([CH3:7])[CH3:6].[BH4-].[Na+]>CO.C1COCC1>[OH:28][C:3]([C:2]([F:30])([F:1])[F:29])([CH2:4][C:5]([C:8]1[CH:15]=[CH:14][CH:13]=[C:10]([CH2:11][OH:12])[CH:9]=1)([CH3:7])[CH3:6])[CH2:16][N:17]1[C:26]2[C:21](=[CH:22][CH:23]=[CH:24][CH:25]=2)[C:20](=[O:27])[CH:19]=[CH:18]1 |f:1.2|. Reported procedure: To a solution of the 3-[4,4,4-trifluoro-3-hydroxy-1,1-dimethyl-3-(4-oxo-4H-quinolin-1-ylmethyl)butyl]benzaldehyde (20.0 mg, 0.05 mmol) in methanol (0.50 mL) and THF (0.50 mL) was added NaBH4 (20.0 mg, 0.48 mmol). The reaction vessel was sealed and stirred for 45 minutes. The solvent was evaporated in vacuo and the off-white solid was re-dissolved in EtOAc and water and transferred to a separatory funnel. The aqueous layer was extracted with two 10 mL portions of EtOAc and the combined organic la... The reactants are FC(C(=O)NC1(CC(C1)=O)C1=CC=C(C=C1)C1=NC=2C=CN3C(C2C=C1C1=CC=CC=C1)=NN=C3C3=NC=CC=N3)(F)F (2,2,2-trifluoro-N-(3-oxo-1-{-4-[9-phenyl-3-(2-pyrimidinyl)[1,2,4]triazolo[3,4-f]-1,6-naphthyridin-8-yl]phenyl}cyclobutyl)acetamide), [BH4-].[Na+] (NaBH4). The solvent is C(Cl)Cl (CH2Cl2), CO (MeOH). Run at temperature -78 celsius, time 1 hour. Yields the product FC(C(=O)NC1(CC(C1)O)C1=CC=C(C=C1)C1=NC=2C=CN3C(C2C=C1C1=CC=CC=C1)=NN=C3C3=NC=CC=N3)(F)F (2,2,2-trifluoro-N-(3-hydroxy-1-{4-[9-phenyl-3-(2-pyrimidinyl)[1,2,4]triazolo[3,4-f]-1,6-naphthyridin-8-yl]phenyl}cyclobutyl)acetamide). RXN SMILES: [F:1][C:2]([F:43])([F:42])[C:3]([NH:5][C:6]1([C:11]2[CH:16]=[CH:15][C:14]([C:17]3[C:26]([C:27]4[CH:32]=[CH:31][CH:30]=[CH:29][CH:28]=4)=[CH:25][C:24]4[C:23]5=[N:33][N:34]=[C:35]([C:36]6[N:41]=[CH:40][CH:39]=[CH:38][N:37]=6)[N:22]5[CH:21]=[CH:20][C:19]=4[N:18]=3)=[CH:13][CH:12]=2)[CH2:9][C:8](=[O:10])[CH2:7]1)=[O:4].[BH4-].[Na+]>C(Cl)Cl.CO>[F:42][C:2]([F:1])([F:43])[C:3]([NH:5][C:6]1([C:11]2[CH:12]=[CH:13][C:14]([C:17]3[C:26]([C:27]4[CH:28]=[CH:29][CH:30]=[CH:31][CH:32]=4)=[CH:25][C:24]4[C:23]5=[N:33][N:34]=[C:35]([C:36]6[N:41]=[CH:40][CH:39]=[CH:38][N:37]=6)[N:22]5[CH:21]=[CH:20][C:19]=4[N:18]=3)=[CH:15][CH:16]=2)[CH2:9][CH:8]([OH:10])[CH2:7]1)=[O:4] |f:1.2|. Reported procedure: To a mixture of 2,2,2-trifluoro-N-(3-oxo-1-{4-[9-phenyl-3-(2-pyrimidinyl)[1,2,4]triazolo[3,4-f]-1,6-naphthyridin-8-yl]phenyl}cyclobutyl)acetamide (4-2) (25 mg, 0.043 mmol) in CH2Cl2 (1 mL) and MeOH (1 mL) was added NaBH4 (2.0 mg, 0.052 mmol) at −78° C., and the mixture was stirred at −78° C. for 1 hour. The mixture was quenched with sat. NH4Cl, extracted with CHCl3, washed with brine, dried (MgSO4), filtered, and concentrated under reduced pressure to give 2,2,2-trifluoro-N-(3-hydroxy-1-{-4-[9-p... Starting materials: Cc1cc(C)cc(-c2c(OCCC3CCCCN3C(=O)OC(C)(C)C)c3cc([N+](=O)[O-])c(Cl)cc3n(C)c2=O)c1, COc1ccccc1, O=C(O)C(F)(F)F. Product: Cc1cc(C)cc(-c2c(OCCC3CCCCN3)c3cc([N+](=O)[O-])c(Cl)cc3n(C)c2=O)c1. RXN SMILES: [C:1]([O:2][C:3](=[O:4])[N:8]1[CH:9]([CH2:14][CH2:15][O:16][c:17]2[c:18](-[c:33]3[cH:34][c:35]([CH3:40])[cH:36][c:37]([CH3:39])[cH:38]3)[c:19](=[O:32])[n:20]([CH3:31])[c:21]3[cH:22][c:23]([Cl:30])[c:24]([N+:27](=[O:28])[O-:29])[cH:25][c:26]23)[CH2:10][CH2:11][CH2:12][CH2:13]1)([CH3:5])([CH3:6])[CH3:7].[CH3:48][O:49][c:50]1[cH:51][cH:52][cH:53][cH:54][cH:55]1.[OH:41][C:42]([C:43]([F:44])([F:45])[F:46])=[O:47]>>[NH:8]1[CH:9]([CH2:14][CH2:15][O:16][c:17]2[c:18](-[c:33]3[cH:34][c:35]([CH3:40])[cH:36][c:37]([CH3:39])[cH:38]3)[c:19](=[O:32])[n:20]([CH3:31])[c:21]3[cH:22][c:23]([Cl:30])[c:24]([N+:27](=[O:28])[O-:29])[cH:25][c:26]23)[CH2:10][CH2:11][CH2:12][CH2:13]1.